From a dataset of the Open Reaction Database (ORD), a public repository of structured organic reaction records. describe an organic reaction: reactants, conditions, products, and yield Reactants: CCCCCC.C(C)(=O)OCC (n-hexane ethyl acetate), C(C)C1=C(C=CC2=CC=CC=C12)O (1-ethylnaphthalen-2-ol), C(C)C1=C(C=CC2=CC=CC=C12)O (1-ethylnaphthalen-2-ol), C(=O)([O-])[O-].[K+].[K+] (K2CO3), BrCCNC(OC(C)(C)C)=O (tert-butyl (2-bromoethyl)carbamate). Run in C(C)#N (acetonitrile). Product: C(C)C1=C(C=CC2=CC=CC=C12)OCCNC(OC(C)(C)C)=O (tert-butyl {2-[(1-ethylnaphthalen-2-yl)oxy]ethyl}carbamate). As a reaction SMILES: [CH2:1]([C:3]1[C:12]2[C:7](=[CH:8][CH:9]=[CH:10][CH:11]=2)[CH:6]=[CH:5][C:4]=1[OH:13])[CH3:2].C([O-])([O-])=O.[K+].[K+].Br[CH2:21][CH2:22][NH:23][C:24](=[O:30])[O:25][C:26]([CH3:29])([CH3:28])[CH3:27].CCCCCC.C(OCC)(=O)C>C(#N)C>[CH2:1]([C:3]1[C:12]2[C:7](=[CH:8][CH:9]=[CH:10][CH:11]=2)[CH:6]=[CH:5][C:4]=1[O:13][CH2:21][CH2:22][NH:23][C:24](=[O:30])[O:25][C:26]([CH3:29])([CH3:28])[CH3:27])[CH3:2] |f:1.2.3,5.6|. Procedure: To a solution of 1-ethylnaphthalen-2-ol (780 mg, 4.53 mmol) and K2CO3 (626 mg, 4.53 mmol) in 15 mL of acetonitrile was added tert-butyl (2-bromoethyl)carbamate (1.015 g, 4.53 mmol). The resulting mixture was heated at reflux overnight. After TLC control (n-hexane/ethyl acetate 7:3) showed the disappearance of 1-ethylnaphthalen-2-ol, solvent was evaporated in vacuo and the residue was dissolved in 15 mL of ethyl acetate and washed with water (3×5 mL), brine (5 mL) and dried over Na2SO4. The evapo...